The task is: describe an organic reaction: reactants, conditions, products, and yield. This data is from the Open Reaction Database (ORD), a public repository of structured organic reaction records. Reactants: C(C(=O)Cl)(=O)Cl (oxalyl dichloride), FC1=CC=C(C=C1)C1(C(N(CC1)CC(=O)O)=O)C1=CC=C(C=C1)F (2-(3,3-bis(4-fluorophenyl)-2-oxopyrrolidin-1-yl)acetic acid), FC(C1=CC=CC(=N1)N)(F)F (6-(trifluoromethyl)pyridin-2-amine), CN1CCOCC1 (4-methylmorpholine). The solvent is ClCCl (dichloromethane), CN(C=O)C (N,N-dimethylformamide). Reaction conditions: time 30 minute. Product: FC1=CC=C(C=C1)C1(C(N(CC1)CC(=O)NC1=NC(=CC=C1)C(F)(F)F)=O)C1=CC=C(C=C1)F (2-[3,3-bis(4-fluorophenyl)-2-oxopyrrolidin-1-yl]-N-[6-(trifluoromethyl)pyridin-2-yl]acetamide). RXN SMILES: [F:1][C:2]1[CH:7]=[CH:6][C:5]([C:8]2([C:18]3[CH:23]=[CH:22][C:21]([F:24])=[CH:20][CH:19]=3)[CH2:12][CH2:11][N:10]([CH2:13][C:14]([OH:16])=O)[C:9]2=[O:17])=[CH:4][CH:3]=1.C(Cl)(=O)C(Cl)=O.[F:31][C:32]([F:41])([F:40])[C:33]1[N:38]=[C:37]([NH2:39])[CH:36]=[CH:35][CH:34]=1.CN1CCOCC1>ClCCl.CN(C)C=O>[F:24][C:21]1[CH:22]=[CH:23][C:18]([C:8]2([C:5]3[CH:4]=[CH:3][C:2]([F:1])=[CH:7][CH:6]=3)[CH2:12][CH2:11][N:10]([CH2:13][C:14]([NH:39][C:37]3[CH:36]=[CH:35][CH:34]=[C:33]([C:32]([F:40])([F:31])[F:41])[N:38]=3)=[O:16])[C:9]2=[O:17])=[CH:19][CH:20]=1. Procedure details: To a suspension of 2-(3,3-bis(4-fluorophenyl)-2-oxopyrrolidin-1-yl)acetic acid (0.192 g, 0.578 mmol; Example 58D) in dichloromethane (3 mL) was added a catalytic amount of N,N-dimethylformamide followed by oxalyl dichloride (2.0 Min dichloromethane) (0.578 mL, 1.157 mmol). The reaction was stirred for 30 minutes than concentrated to give an oil. After drying under high vacuum for 20 minutes, the residue was dissolved in dichloromethane (1 mL) and 6-(trifluoromethyl)pyridin-2-amine (0.075 g, 0.46... Procedure: To a 250 mL dry round bottom flask were added 3-fluoro-4-hydroxybenzaldehyde (4.90 g, 35.0 mmol), anhydrous CH2Cl2 (20 mL) and pyridine (3.68 mL, 45.5 mmol). The mixture was stirred in an ice-water bath, then dimethylcarbamic chloride (3.54 mL, 38.5 mmol) was added. The mixture was stirred at room temperature for 62 hours. Water (80 mL) and CH2Cl2 (50 mL) were added to the reaction mixture. The CH2Cl2 layer was separated, and the aqueous layer was extracted continually with CH2Cl2 (50 mL×3). The... RXN SMILES: [F:1][C:2]1[CH:3]=[C:4]([CH:7]=[CH:8][C:9]=1[OH:10])[CH:5]=[O:6].N1C=CC=CC=1.[CH3:17][N:18]([CH3:22])[C:19](Cl)=[O:20]>C(Cl)Cl.O>[CH3:17][N:18]([CH3:22])[C:19](=[O:20])[O:10][C:9]1[CH:8]=[CH:7][C:4]([CH:5]=[O:6])=[CH:3][C:2]=1[F:1]. The solvent is C(Cl)Cl (CH2Cl2), O (Water), C(Cl)Cl (CH2Cl2). Yield: 96.1%. Yields the product CN(C(OC1=C(C=C(C=C1)C=O)F)=O)C (2-fluoro-4-formylphenyl dimethylcarbamate). The reactants are FC=1C=C(C=O)C=CC1O (3-fluoro-4-hydroxybenzaldehyde), N1=CC=CC=C1 (pyridine), CN(C(=O)Cl)C (dimethylcarbamic chloride). Starting materials: C(C)OC(CC1C2=C(B(O1)O)C=C(C=C2C)OC2=NC=CN=C2C#N)=O ([6-(3-cyano-pyrazin-2-yloxy)-1-hydroxy-4-methyl-1,3-dihydro-benzo[c][1,2]oxaborol-3-yl]-acetic acid ethyl ester), [Li+].[OH-] (LiOH), Cl (HCl). The solvent is C1CCOC1 (THF), O (H2O), O (H2O). Reaction conditions: temperature 0 celsius, time 2 hour. Yields the product C(#N)C=1C(=NC=CN1)OC=1C=C(C2=C(B(OC2CC(=O)O)O)C1)C ([6-(3-Cyano-pyrazin-2-yloxy)-1-hydroxy-4-methyl-1,3-dihydro-benzo[c][1,2]oxaborol-3-yl]-acetic acid). As a reaction SMILES: C([O:3][C:4](=[O:26])[CH2:5][CH:6]1[O:10][B:9]([OH:11])[C:8]2[CH:12]=[C:13]([O:17][C:18]3[C:23]([C:24]#[N:25])=[N:22][CH:21]=[CH:20][N:19]=3)[CH:14]=[C:15]([CH3:16])[C:7]1=2)C.[Li+].[OH-].Cl>C1COCC1.O>[C:24]([C:23]1[C:18]([O:17][C:13]2[CH:14]=[C:15]([CH3:16])[C:7]3[CH:6]([CH2:5][C:4]([OH:26])=[O:3])[O:10][B:9]([OH:11])[C:8]=3[CH:12]=2)=[N:19][CH:20]=[CH:21][N:22]=1)#[N:25] |f:1.2|. Reported procedure: To a solution of [6-(3-cyano-pyrazin-2-yloxy)-1-hydroxy-4-methyl-1,3-dihydro-benzo[c][1,2]oxaborol-3-yl]-acetic acid ethyl ester (200 mg, 0.566 mmol) in THF (5 mL) and H2O (2 mL) was added LiOH (0.120 g, 2.83 mmol). The resulting solution was stirred at 0° C. for 2 hrs. The mixture was diluted with H2O and acidified to pH 3 with 1N HCl at 0° C. The resulting mixture was extracted with ethyl acetate. The organic phase was separated, dried (Na2SO4), and concentrated. The title compound was obtaine... Reactants: FC1=CC=C(C=C1)C1=NOC(=C1C=1N=CNC1)C(F)(F)F (3-(4-fluoro-phenyl)-4-(1H-imidazol-4-yl)-5-trifluoromethyl-isoxazole), FC1=CC=C(C=C1)C(F)(F)F (4-fluorobenzotrifluoride). Yields the product FC1=CC=C(C=C1)C1=NOC(=C1C=1N=CN(C1)C1=CC=C(C=C1)C(F)(F)F)C(F)(F)F (3-(4-Fluoro-phenyl)-5-trifluoromethyl-4-[1-(4-trifluoromethyl-phenyl)-1H-imidazol-4-yl]-isoxazole). Yield: 34.0%. RXN SMILES: [F:1][C:2]1[CH:7]=[CH:6][C:5]([C:8]2[C:12]([C:13]3[N:14]=[CH:15][NH:16][CH:17]=3)=[C:11]([C:18]([F:21])([F:20])[F:19])[O:10][N:9]=2)=[CH:4][CH:3]=1.F[C:23]1[CH:28]=[CH:27][C:26]([C:29]([F:32])([F:31])[F:30])=[CH:25][CH:24]=1>>[F:1][C:2]1[CH:7]=[CH:6][C:5]([C:8]2[C:12]([C:13]3[N:14]=[CH:15][N:16]([C:23]4[CH:28]=[CH:27][C:26]([C:29]([F:32])([F:31])[F:30])=[CH:25][CH:24]=4)[CH:17]=3)=[C:11]([C:18]([F:21])([F:19])[F:20])[O:10][N:9]=2)=[CH:4][CH:3]=1. Procedure: As described for Example 24, 3-(4-fluoro-phenyl)-4-(1H-imidazol-4-yl)-5-trifluoromethyl-isoxazole (100 mg, 0.34 mmol), using 4-fluorobenzotrifluoride instead of 4-fluoroacetophenone, was converted to the title compound (50 mg, 34%) which was obtained as a white solid. MS: m/e=442.1 [M+H]+. As a reaction SMILES: [CH3:29][CH2:30][OH:31].[CH:1]1([c:7]2[cH:8][c:9]([C:22](=[O:23])[O:24][CH2:25][CH3:26])[c:10]([CH3:21])[n:11]2[CH2:12][CH2:13][c:14]2[cH:15][cH:16][c:17]([F:20])[cH:18][cH:19]2)[CH2:2][CH2:3][CH2:4][CH2:5][CH2:6]1.[Na+:28].[OH-:27]>>[CH:1]1([c:7]2[cH:8][c:9]([C:22](=[O:23])[OH:24])[c:10]([CH3:21])[n:11]2[CH2:12][CH2:13][c:14]2[cH:15][cH:16][c:17]([F:20])[cH:18][cH:19]2)[CH2:2][CH2:3][CH2:4][CH2:5][CH2:6]1. Product: Cc1c(C(=O)O)cc(C2CCCCC2)n1CCc1ccc(F)cc1. Starting materials: CCO, CCOC(=O)c1cc(C2CCCCC2)n(CCc2ccc(F)cc2)c1C, [Na+], [OH-]. The reactants are CC1=CC=C(C=C1)S(=O)(=O)C[N+]#[C-] (TosMIC), CC(C)([O-])C.[K+] (potassium tert-butoxide), C=1C=C[NH+]=CC1.[O-][Cr](=O)(=O)Cl (PCC), CC(CCO)(C=C)C(F)(F)F (3-methyl-3-(trifluoromethyl)pent-4-en-1-ol). Run in C(Cl)Cl (methylene chloride), O1CCCC1 (tetrahydrofuran). Reaction conditions: time 1.5 hour. The product is CC(CC=1N=CNC1)(C=C)C(F)(F)F (4-[2-methyl-2-(trifluoromethyl)but-3-en-1-yl]-1H-imidazole). Reaction SMILES: C1C=[CH:3][NH+:4]=[CH:5]C=1.[O-][Cr](Cl)(=O)=O.[CH3:12][C:13]([C:19]([F:22])([F:21])[F:20])([CH:17]=[CH2:18])[CH2:14][CH2:15]O.CC1C=CC(S(C[N+:34]#[C-])(=O)=O)=CC=1.CC(C)([O-])C.[K+]>C(Cl)Cl.O1CCCC1>[CH3:12][C:13]([C:19]([F:22])([F:21])[F:20])([CH:17]=[CH2:18])[CH2:14][C:15]1[N:34]=[CH:3][NH:4][CH:5]=1 |f:0.1,4.5|. Procedure: PCC (15.4 g, 71.4 mmol) was added to an ambient temperature solution of 3-methyl-3-(trifluoromethyl)pent-4-en-1-ol (4.0 g, 23.8 mmol) in methylene chloride (100 mL). After stirring at ambient temperature for 1.5 h, celite was added and the reaction stirred vigorously for 10 min. The reaction mixture was filtered through celite and concentrated in vacuo. TosMIC (9.3 g, 47.6 mmol) followed by potassium tert-butoxide (cat.) were added to a solution of crude residue in tetrahydrofuran (50 mL). After...